This data is from the Open Reaction Database (ORD), a public repository of structured organic reaction records. The task is: describe an organic reaction: reactants, conditions, products, and yield The reactants are C(C)(=O)NC=1N=C(SC1)Br (4-acetylamino-2-bromothiazole), N1=CC=CC=C1 (pyridine), C(C)(=O)OC(C)=O (acetic anhydride). Yields the product C(C)(=O)N(C=1N=C(SC1)Br)C(C)=O (4-Diacetylamino-2-bromothiazole). Isolated yield 10.7%. RXN SMILES: [C:1]([NH:4][C:5]1[N:6]=[C:7]([Br:10])[S:8][CH:9]=1)(=[O:3])[CH3:2].N1C=CC=CC=1.[C:17](OC(=O)C)(=[O:19])[CH3:18]>>[C:1]([N:4]([C:17](=[O:19])[CH3:18])[C:5]1[N:6]=[C:7]([Br:10])[S:8][CH:9]=1)(=[O:3])[CH3:2]. Reported procedure: A solution of 4-acetylamino-2-bromothiazole 10 g, prepared as described in Example 1, in acetic anhydride (100 ml) and pyridine (35 ml) was stirred at 100° C. for 24 hours. The reaction mixture was cooled and the excess acetic anhydride and pyridine removed in vacuo, and the residue was re-evaporated three times with toluene. The residue was purified by column chromatography using silica gel and eluting with chloroform, and recrystallised from hexane to give the title compound (1.2 g) m.p. 63°-6... Reactants: C=CC(COS(=O)(=O)c1ccc(C)cc1)Oc1c(Br)cc(F)cc1C=CC, ClCCl. The product is Cc1ccc(S(=O)(=O)OCC2C=Cc3cc(F)cc(Br)c3O2)cc1. As a reaction SMILES: [CH3:1][c:2]1[cH:3][cH:4][c:5]([S:8](=[O:9])(=[O:10])[O:11][CH2:12][CH:13]([CH:14]=[CH2:25])[O:16][c:17]2[c:18]([Br:27])[cH:19][c:20]([F:26])[cH:21][c:22]2[CH:23]=[CH:15][CH3:24])[cH:6][cH:7]1.[Cl:28][CH2:29][Cl:30]>>[CH3:1][c:2]1[cH:3][cH:4][c:5]([S:8](=[O:9])(=[O:10])[O:11][CH2:12][CH:13]2[CH:14]=[CH:23][c:22]3[c:17]([c:18]([Br:27])[cH:19][c:20]([F:26])[cH:21]3)[O:16]2)[cH:6][cH:7]1. The reactants are N (ammonia), C(C)N(C(=O)N[C@@H]1CN([C@@H]2CC3=C(NC4=CC=CC([C@H]2C1)=C34)C)C)CC (1,1-diethyl-3-(2,6-dimethyl-8alpha-ergolinyl)-urea), C(C)(S)S (ethanedithiol), solution, C(C)OC=O (formic acid ethyl ester). The reagents and catalysts are [Ti](Cl)(Cl)(Cl)Cl (titanium tetrachloride). Solvent: ClCCl (dichloromethane), C(Cl)(Cl)Cl (chloroform), ClCCl (dichloromethane), O (water), CO (methanol), C(Cl)(Cl)Cl (chloroform). Reaction conditions: time 20 hour. Yields the product C(C)N(C(=O)N[C@@H]1CN([C@@H]2CC3=C(NC4=CC(=CC([C@H]2C1)=C34)C3SCCS3)C)C)CC (1,1-Diethyl-3-[13-(1,3-dithiolan-2-yl)-2,6-dimethyl-8alphaergolinyl]-urea). As a reaction SMILES: [CH2:1]([N:3]([CH2:25][CH3:26])[C:4]([NH:6][C@H:7]1[CH2:21][C@H:20]2[C@@H:10]([CH2:11][C:12]3[C:22]4[C:15](=[CH:16][CH:17]=[CH:18][C:19]2=4)[NH:14][C:13]=3[CH3:23])[N:9]([CH3:24])[CH2:8]1)=[O:5])[CH3:2].[CH:27]([SH:30])([SH:29])C.N.[CH2:32](OC=O)[CH3:33]>C(Cl)(Cl)Cl.[Ti](Cl)(Cl)(Cl)Cl.ClCCl.O.CO>[CH2:25]([N:3]([CH2:1][CH3:2])[C:4]([NH:6][C@H:7]1[CH2:21][C@H:20]2[C@@H:10]([CH2:11][C:12]3[C:22]4[C:15](=[CH:16][C:17]([CH:27]5[S:30][CH2:33][CH2:32][S:29]5)=[CH:18][C:19]2=4)[NH:14][C:13]=3[CH3:23])[N:9]([CH3:24])[CH2:8]1)=[O:5])[CH3:26]. Procedure: 5.31 g of 1,1-diethyl-3-(2,6-dimethyl-8alpha-ergolinyl)-urea (15 mmol) is dissolved in 150 ml of chloroform and 50 ml of formic acid ethyl ester, 2.8 ml of ethanedithiol (33 mmol) and 60 ml of a 1 molar solution of titanium tetrachloride in dichloromethane (60 mmol) are added and stirred for 20 hours at room temperature. Then, it is mixed with 40 ml of methanol and 300 ml of water, made alkaline with 30 ml of 25% ammonia solution and shaken out with dichloromethane. The organic phases are dried ... Starting materials: C1(CC1)CCOC1=CC=C(C=N1)O[C@H]1C(NCC1)=O ((R)-3-[6-(2-cyclopropyl-ethoxy)-pyridin-3-yloxy]-pyrrolidin-2-one), BrC1=CC(=C2CCC(C2=C1)=O)F (6-bromo-4-fluoro-2,3-dihydro-1H-inden-1-one). Run in O1CCOCC1 (1,4-dioxane). Run at temperature 85 celsius. The product is C1(CC1)CCOC1=CC=C(C=N1)O[C@H]1C(N(CC1)C=1C=C2C(CCC2=C(C1)F)=O)=O ((R)-3-[6-(2-Cyclopropyl-ethoxy)-pyridin-3-yloxv]-1-(7-fluoro-3-oxo-indan-5-yl)-pyrrolidin-2-one). As a reaction SMILES: [CH:1]1([CH2:4][CH2:5][O:6][C:7]2[N:12]=[CH:11][C:10]([O:13][C@@H:14]3[CH2:18][CH2:17][NH:16][C:15]3=[O:19])=[CH:9][CH:8]=2)[CH2:3][CH2:2]1.Br[C:21]1[CH:29]=[C:28]2[C:24]([CH2:25][CH2:26][C:27]2=[O:30])=[C:23]([F:31])[CH:22]=1>O1CCOCC1>[CH:1]1([CH2:4][CH2:5][O:6][C:7]2[N:12]=[CH:11][C:10]([O:13][C@@H:14]3[CH2:18][CH2:17][N:16]([C:21]4[CH:29]=[C:28]5[C:24](=[C:23]([F:31])[CH:22]=4)[CH2:25][CH2:26][C:27]5=[O:30])[C:15]3=[O:19])=[CH:9][CH:8]=2)[CH2:2][CH2:3]1. Reported procedure: A mixture of (R)-3-[6-(2-cyclopropyl-ethoxy)-pyridin-3-yloxy]-pyrrolidin-2-one (100 mg), 6-bromo-4-fluoro-2,3-dihydro-1H-inden-1-one (87 mg) and 1,4-dioxane (2 mL) was purged with argon. N,N′-Dimethyl-ethylene-diamine (336 mg), cesium carbonate (248 mg) and copper(I) iodide (7 mg) were added. The mixture was heated to 85° C. for 3 hours. After cooling to r.t. the mixture was filtered and the filtrate purified by preparative HPLC to provide Example 1-08. 1H-NMR (400 MHz, DMSO) 67.99 (1H, dd, J=11... The reactants are CC1=CC(=NC=C1[N+](=O)[O-])C(=O)OCC (ethyl 4-methyl-5-nitropyridine-2-carboxylate). The reagents and catalysts are [C].[Pd] (palladium-carbon). The solvent is C(C)O (ethanol). Reaction conditions: time 8 hour. The product is NC=1C(=CC(=NC1)C(=O)OCC)C (Ethyl 5-amino-4-methylpyridine-2-carboxylate). The yield is 98.9%. As a reaction SMILES: [CH3:1][C:2]1[C:7]([N+:8]([O-])=O)=[CH:6][N:5]=[C:4]([C:11]([O:13][CH2:14][CH3:15])=[O:12])[CH:3]=1>C(O)C.[C].[Pd]>[NH2:8][C:7]1[C:2]([CH3:1])=[CH:3][C:4]([C:11]([O:13][CH2:14][CH3:15])=[O:12])=[N:5][CH:6]=1 |f:2.3|. Procedure: A mixture of ethyl 4-methyl-5-nitropyridine-2-carboxylate (3.23 g) and 10% palladium-carbon powder (0.65 g) in ethanol (50 mL) was stirred at room temperature under a hydrogen atmosphere overnight. The insoluble material was removed by filtration, and the filtrate was concentrated under reduced pressure to give the title compound (2.74 g). The reactants are ClC1=C(C(=C(C(=C1[N+](=O)[O-])O)OCCC(C)C1=CC=C(C=C1)F)OCCCl)C(C)=O (1-(2-Chloro-6-(2-chloroethoxy)-5-(3-(4-fluorophenyl)butoxy)-4-hydroxy-3-nitrophenyl)ethanone), O.O.Cl[Sn]Cl (SnCl2.2H2O), CCO (EtOH). Conditions: temperature 50 celsius. Yields the product C(C)(=O)C=1C(=C(C2=C(N=C(O2)C)C1Cl)OCCC(C)C1=CC=C(C=C1)F)OCCCl (5-Acetyl-4-chloro-6-(2-chloroethoxy)-7-(3-(4-fluorophenyl)butoxy)-2-methyl-benzo[d]oxazole). Yield: 64.0%. RXN SMILES: [Cl:1][C:2]1[C:7]([N+:8]([O-])=O)=[C:6]([OH:11])[C:5]([O:12][CH2:13][CH2:14][CH:15]([C:17]2[CH:22]=[CH:21][C:20]([F:23])=[CH:19][CH:18]=2)[CH3:16])=[C:4]([O:24][CH2:25][CH2:26][Cl:27])[C:3]=1[C:28](=[O:30])[CH3:29].O.O.Cl[Sn]Cl.[CH3:36][CH2:37]O>>[C:28]([C:3]1[C:4]([O:24][CH2:25][CH2:26][Cl:27])=[C:5]([O:12][CH2:13][CH2:14][CH:15]([C:17]2[CH:22]=[CH:21][C:20]([F:23])=[CH:19][CH:18]=2)[CH3:16])[C:6]2[O:11][C:36]([CH3:37])=[N:8][C:7]=2[C:2]=1[Cl:1])(=[O:30])[CH3:29] |f:1.2.3|. Procedure details: To a stirred solution 38f) (242 mg, 0.52 mmol) in dry EtOH (10 mL) under nitrogen was added SnCl2.2H2O (1.11 g, 4.92 mmol). The solution was heated at reflux for 4 h. The solution was concentrated in vacuo and the residue was dissolved in EtOAc (10 mL) and treated with sodium potassium tartrate (1M, 10 mL). The mixture was warmed at 50° C. until the layers visibly separated. The organic layer was separated and the aqueous further extracted with EtOAc (2×5 mL). The organics were pooled, dried ove...